describe an organic reaction: reactants, conditions, products, and yield From a dataset of the Open Reaction Database (ORD), a public repository of structured organic reaction records. RXN SMILES: [CH3:41][OH:42].[F:1][c:2]1[cH:3][c:4](-[c:8]2[n:9][n:10]3[c:11]([cH:12][cH:13][c:14]([C:16]([F:17])([F:18])[F:19])[cH:15]3)[c:20]2-[c:21]2[cH:22][cH:23][c:24]([S:27](=[O:28])(=[O:29])[NH:30][C:31]([CH2:32][CH2:33][C:34](=[O:35])[O:36][CH3:37])=[O:38])[cH:25][cH:26]2)[cH:5][cH:6][cH:7]1.[Na+:40].[OH-:39]>>[F:1][c:2]1[cH:3][c:4](-[c:8]2[n:9][n:10]3[c:11]([cH:12][cH:13][c:14]([C:16]([F:17])([F:18])[F:19])[cH:15]3)[c:20]2-[c:21]2[cH:22][cH:23][c:24]([S:27](=[O:28])(=[O:29])[NH:30][C:31]([CH2:32][CH2:33][C:34](=[O:35])[OH:36])=[O:38])[cH:25][cH:26]2)[cH:5][cH:6][cH:7]1. Yields the product O=C(O)CCC(=O)NS(=O)(=O)c1ccc(-c2c(-c3cccc(F)c3)nn3cc(C(F)(F)F)ccc23)cc1. The reactants are CO, COC(=O)CCC(=O)NS(=O)(=O)c1ccc(-c2c(-c3cccc(F)c3)nn3cc(C(F)(F)F)ccc23)cc1, [Na+], [OH-]. Starting materials: CC[O-], CCO, CCOC=O, Cl, [Na+], CC(=O)Nc1ccc(C(=O)c2ccc3c(c2)CC(=O)N3)cc1. Product: CC(=O)Nc1ccc(C(=O)c2ccc3c(c2)C(=CO)C(=O)N3)cc1. As a reaction SMILES: [CH3:29][CH2:30][O-:31].[CH3:33][CH2:34][OH:35].[CH:23](=[O:24])[O:25][CH2:26][CH3:27].[ClH:32].[Na+:28].[O:1]=[C:2]1[NH:3][c:4]2[cH:5][cH:6][c:7]([C:11](=[O:12])[c:13]3[cH:14][cH:15][c:16]([NH:19][C:20]([CH3:21])=[O:22])[cH:17][cH:18]3)[cH:8][c:9]2[CH2:10]1>>[O:1]=[C:2]1[NH:3][c:4]2[cH:5][cH:6][c:7]([C:11](=[O:12])[c:13]3[cH:14][cH:15][c:16]([NH:19][C:20]([CH3:21])=[O:22])[cH:17][cH:18]3)[cH:8][c:9]2[C:10]1=[CH:23][OH:24].